Task: describe an organic reaction: reactants, conditions, products, and yield. Dataset: the Open Reaction Database (ORD), a public repository of structured organic reaction records Reactants: [N+](=O)([O-])C1=C(CBr)C=CC=C1 (2-nitrobenzyl bromide), C1(=CC=CC=C1O)C (o-cresol), C([O-])([O-])=O.[K+].[K+] (potassium carbonate). RXN SMILES: [N+:1]([C:4]1[CH:11]=[CH:10][CH:9]=[CH:8][C:5]=1[CH2:6]Br)([O-:3])=[O:2].[C:12]1([CH3:19])[C:17]([OH:18])=[CH:16][CH:15]=[CH:14][CH:13]=1.C(=O)([O-])[O-].[K+].[K+]>CN(C)C=O.O>[CH3:19][C:12]1[CH:13]=[CH:14][CH:15]=[CH:16][C:17]=1[O:18][CH2:6][C:5]1[CH:8]=[CH:9][CH:10]=[CH:11][C:4]=1[N+:1]([O-:3])=[O:2] |f:2.3.4|. Run in CN(C=O)C (dimethylformamide), O (water). Product: CC1=C(OCC2=C(C=CC=C2)[N+](=O)[O-])C=CC=C1 (2-(2'-Methylphenoxymethyl)-nitrobenzene). Procedure: 75 g (0.347 mol) of 2-nitrobenzyl bromide, 37 g (0.342 mol) of o-cresol and 56 g (0.405 mol) of potassium carbonate in 500 ml of dimethylformamide are stirred for 5 hours at room temperature. The reaction mixture is then diluted with water and the aqueous phase is extracted three times with ether. The ether phase is dried and evaporated down. The crystalline residue is stirred with methanol and filtered off under suction. 73 g (0.300 mol=88%) of the title compound are obtained as a colorless sol...